Task: describe an organic reaction: reactants, conditions, products, and yield. Dataset: the Open Reaction Database (ORD), a public repository of structured organic reaction records The reactants are ClC1=C(C(=O)Cl)C(=CC(=C1)Cl)Cl (2,4,6-trichlorobenzoyl chloride), [H-].[Na+] (NaH), N(=[N+]=[N-])C1=NC=CC(=C1)N (2-azidopyridin-4-amine). Solvent: CN(C)C=O (DMF), CN(C)C=O (DMF), O (water). Conditions: temperature 25 celsius, time 10 minute. Product: N(=[N+]=[N-])C1=NC=CC(=C1)NC(C1=C(C=C(C=C1Cl)Cl)Cl)=O (N-(2-azidopyridin-4-yl)-2,4,6-trichlorobenzamide). Yield: 14.2%. As a reaction SMILES: [N:1]([C:4]1[CH:9]=[C:8]([NH2:10])[CH:7]=[CH:6][N:5]=1)=[N+:2]=[N-:3].[H-].[Na+].[Cl:13][C:14]1[CH:22]=[C:21]([Cl:23])[CH:20]=[C:19]([Cl:24])[C:15]=1[C:16](Cl)=[O:17]>CN(C=O)C.O>[N:1]([C:4]1[CH:9]=[C:8]([NH:10][C:16](=[O:17])[C:15]2[C:19]([Cl:24])=[CH:20][C:21]([Cl:23])=[CH:22][C:14]=2[Cl:13])[CH:7]=[CH:6][N:5]=1)=[N+:2]=[N-:3] |f:1.2|. Reported procedure: To a cooled (0° C.) solution of 2-azidopyridin-4-amine (500 mg, 3.7 mmol) in dry DMF (10 ml) was added NaH (178 mg, 7.4 mmol). After stirring for 10 min, a solution 2,4,6-trichlorobenzoyl chloride (1.8 g, 7.4 mmol) in DMF (5 mL) was added dropwise. The reaction was warmed to 25° C. and stirring was continued for 30 min. The reaction was diluted with water (50 mL) and extracted with ethyl acetate (3×10 mL). The combined organic extracts were washed with water (20 mL), dried over Na2SO4, and conce...